Dataset: the Open Reaction Database (ORD), a public repository of structured organic reaction records. Task: describe an organic reaction: reactants, conditions, products, and yield Starting materials: NC1=C(C=C(C=C1)[N+](=O)[O-])O (2-amino-5-nitro-phenol), C(=O)(O)[O-].[Na+] (NaHCO3), ClCC(=O)Cl (chloroacetyl chloride). Run in CC(CC(C)=O)C (4-methyl-pentan-2-one), O (water). Reaction conditions: temperature 0 celsius, time 2.5 day. Yields the product [N+](=O)([O-])C1=CC2=C(NC(CO2)=O)C=C1 (7-Nitro-4H-benzo[1,4]oxazin-3-one). As a reaction SMILES: [NH2:1][C:2]1[CH:7]=[CH:6][C:5]([N+:8]([O-:10])=[O:9])=[CH:4][C:3]=1[OH:11].C([O-])(O)=O.[Na+].Cl[CH2:18][C:19](Cl)=[O:20]>CC(C)CC(=O)C.O>[N+:8]([C:5]1[CH:6]=[CH:7][C:2]2[NH:1][C:19](=[O:20])[CH2:18][O:11][C:3]=2[CH:4]=1)([O-:10])=[O:9] |f:1.2|. Reported procedure: Mix 2-amino-5-nitro-phenol (10.0 g, 64.9 mmol) and NaHCO3 (13.1 g, 155.7 mmol) in 4-methyl-pentan-2-one (40 mL) and water (40 mL). Cool the mixture to 0° C. and slowly add chloroacetyl chloride (6.0 mL, 75.3 mmol) with stirring. After the addition is complete, reflux the mixture for 5 h. Cool the mixture to room temperature and let stand for 2.5 days. Collect the light yellow solid, wash with water and dry in a vacuum oven at 80° C. for 3 h. MS (ES−) 193.1 (M−1)−. 1H NMR (400 MHz, DMSO-d6): δ 11... Starting materials: B(OC(C)C)(OC(C)C)OC(C)C ((iPrO)3B), NC1=CC2=CC=C(C=C2C=C1)Br (2-amino-6-bromonaphthalene), BrC1=CC2=CC=C(C=C2C=C1)O (2-bromo-6-hydroxynaphthalene), [H-].[K+] (potassium hydride), solution, C(C)(C)(C)[Li] (t-butyllithium), S(O)(O)(=O)=O (sulfuric acid). Solvent: C1CCOC1 (THF), CCCCC (pentane), O (water). Run at temperature -78 celsius, time 1 hour. Product: NC=1C=C2C=CC(=CC2=CC1)B(O)O (6-amino-2-naphthaleneboronic acid). Reaction SMILES: [NH2:1][C:2]1[CH:11]=[CH:10][C:9]2[C:4](=[CH:5][CH:6]=[C:7](Br)[CH:8]=2)[CH:3]=1.BrC1C=CC2C(=CC=C(O)C=2)C=1.[H-].[K+].C([Li])(C)(C)C.[B:32](OC(C)C)([O:37]C(C)C)[O:33]C(C)C.S(=O)(=O)(O)O>C1COCC1.CCCCC.O>[NH2:1][C:2]1[CH:3]=[C:4]2[C:9](=[CH:10][CH:11]=1)[CH:8]=[C:7]([B:32]([OH:37])[OH:33])[CH:6]=[CH:5]2 |f:2.3|. Reported procedure: According to a known method described in a publication (Anderson, L. C. et al., J. Am. Chem. Soc, 1943, vol. 65, p. 241), a solution of 2-amino-6-bromonaphthalene (223 mg) obtainable from commercially available 2-bromo-6-hydroxynaphthalene (TCI) in anhydrous THF (10 ml) was added with 30% potassium hydride (191 mg, Ald) under ice cooling, and stirred for 1 hour. The reaction mixture was cooled to −78° C. under argon gas atmosphere, added dropwise with a 1.7 M solution of t-butyllithium in pentan... The reactants are O=C([O-])O, COc1ccc(C(OCC2(COS(=O)(=O)c3ccc(C)cc3)OC(n3cc(C)c(=O)[nH]c3=O)C(O)C2OCc2ccccc2)(c2ccccc2)c2ccc(OC)cc2)cc1, ClCCl, ClCCl, [H-], [Na+], [Na+], CN(C)C=O, c1ccncc1. Product: COc1ccc(C(OCC23COC(C(n4cc(C)c(=O)[nH]c4=O)O2)C3OCc2ccccc2)(c2ccccc2)c2ccc(OC)cc2)cc1. As a reaction SMILES: [C:63](=[O:64])([O-:65])[OH:66].[CH2:1]([c:2]1[cH:3][cH:4][cH:5][cH:6][cH:7]1)[O:8][CH:9]1[CH:10]([OH:60])[CH:11]([n:51]2[c:52](=[O:53])[nH:54][c:55](=[O:56])[c:57]([CH3:58])[cH:59]2)[O:12][C:13]1([CH2:14][O:15][C:16]([c:17]1[cH:18][cH:19][c:20]([O:23][CH3:24])[cH:21][cH:22]1)([c:25]1[cH:26][cH:27][c:28]([O:31][CH3:32])[cH:29][cH:30]1)[c:33]1[cH:34][cH:35][cH:36][cH:37][cH:38]1)[CH2:39][O:40][S:41]([c:42]1[cH:43][cH:44][c:45]([CH3:46])[cH:47][cH:48]1)(=[O:49])=[O:50].[Cl:68][CH2:69][Cl:70].[Cl:82][CH2:83][Cl:84].[H-:61].[Na+:62].[Na+:67].[O:71]=[CH:72][N:73]([CH3:74])[CH3:75].[n:76]1[cH:77][cH:78][cH:79][cH:80][cH:81]1>>[CH2:1]([c:2]1[cH:3][cH:4][cH:5][cH:6][cH:7]1)[O:8][CH:9]1[CH:10]2[CH:11]([n:51]3[c:52](=[O:53])[nH:54][c:55](=[O:56])[c:57]([CH3:58])[cH:59]3)[O:12][C:13]1([CH2:14][O:15][C:16]([c:17]1[cH:18][cH:19][c:20]([O:23][CH3:24])[cH:21][cH:22]1)([c:25]1[cH:26][cH:27][c:28]([O:31][CH3:32])[cH:29][cH:30]1)[c:33]1[cH:34][cH:35][cH:36][cH:37][cH:38]1)[CH2:39][O:60]2. The reactants are C(#N)CC(=O)OCC (ethyl cyanoacetate), ClC1=CC(=C(C=C1OC(C)C)NN=CC(C(F)(F)F)=O)F (3, 3, 3-trifluoro-2-oxopropanal 1-(4-chloro-2-fluoro-5-isopropoxyphenylhydrazone)), Cl (hydrochloric acid). Run in N1=CC=CC=C1 (pyridine), N1=CC=CC=C1 (pyridine). Reaction conditions: temperature 120 celsius, time 4 hour. Yields the product ClC1=CC(=C(C=C1OC(C)C)N1N=CC(=C(C1=O)C#N)C(F)(F)F)F (2-(4-chloro-2-fluoro-5-isopropoxyphenyl)-4-cyano-5-trifluoromethylpyridazin-3-one). Reaction SMILES: [Cl:1][C:2]1[C:7]([O:8][CH:9]([CH3:11])[CH3:10])=[CH:6][C:5]([NH:12][N:13]=[CH:14][C:15](=O)[C:16]([F:19])([F:18])[F:17])=[C:4]([F:21])[CH:3]=1.[C:22]([CH2:24][C:25](OCC)=[O:26])#[N:23].Cl>N1C=CC=CC=1>[Cl:1][C:2]1[C:7]([O:8][CH:9]([CH3:11])[CH3:10])=[CH:6][C:5]([N:12]2[C:25](=[O:26])[C:24]([C:22]#[N:23])=[C:15]([C:16]([F:19])([F:18])[F:17])[CH:14]=[N:13]2)=[C:4]([F:21])[CH:3]=1. Reported procedure: After 4.345 g of 3, 3, 3-trifluoro-2-oxopropanal 1-(4-chloro-2-fluoro-5-isopropoxyphenylhydrazone) was dissolved in 20 mL of pyridine, 2.1 mL of ethyl cyanoacetate was added to the pyridine solution, which was followed by stirring for 4 hours at 120° C. After cooling to room temperature, the reaction solution was poured into 3N-hydrochloric acid and extracted with diethyl ether. After the organic layer was washed with aqueous saturated sodium bicarbonate and concentrated, the residue was subject... Reactants: C([O-])(O)=O.[Na+] (sodium bicarbonate), C(C)(=O)Cl (acetyl chloride), CC(C)(C)[Si](OC(CC=1C(OC(C1)C)=O)CCCCCCCCC(C1CCC(O1)C1OC(CC1)C(CCCCCCCCCC)O)O)(C1=CC=CC=C1)C1=CC=CC=C1 (3-{2-[(1,1-dimethylethyl)diphenylsilyloxy]-11-hydroxy-11-[octahydro-5'-(1-hydroxyundecyl)[2,2'-bifuran]-5-yl]undecyl}-5-methyl-2(5H)-furanone). Solvent: CO (methanol), C(C)OCC (diethyl ether). Reaction conditions: time 24 hour. Product: OC(CC=1C(OC(C1)C)=O)CCCCCCCCC(C1CCC(O1)C1OC(CC1)C(CCCCCCCCCC)O)O (3-{2,11-dihydroxy-11-[octahydro-5'-(1-hydroxyundecyl)[2,2'-bifuran]-5-yl]undecyl }-5-methyl-2(5H)-furanone). Isolated yield 82.0%. As a reaction SMILES: C(Cl)(=O)C.CC([Si](C1C=CC=CC=1)(C1C=CC=CC=1)[O:10][CH:11]([CH2:20][CH2:21][CH2:22][CH2:23][CH2:24][CH2:25][CH2:26][CH2:27][CH:28]([OH:51])[CH:29]1[O:33][CH:32]([CH:34]2[CH2:38][CH2:37][CH:36]([CH:39]([OH:50])[CH2:40][CH2:41][CH2:42][CH2:43][CH2:44][CH2:45][CH2:46][CH2:47][CH2:48][CH3:49])[O:35]2)[CH2:31][CH2:30]1)[CH2:12][C:13]1[C:14](=[O:19])[O:15][CH:16]([CH3:18])[CH:17]=1)(C)C.C(=O)(O)[O-].[Na+]>CO.C(OCC)C>[OH:10][CH:11]([CH2:20][CH2:21][CH2:22][CH2:23][CH2:24][CH2:25][CH2:26][CH2:27][CH:28]([OH:51])[CH:29]1[O:33][CH:32]([CH:34]2[CH2:38][CH2:37][CH:36]([CH:39]([OH:50])[CH2:40][CH2:41][CH2:42][CH2:43][CH2:44][CH2:45][CH2:46][CH2:47][CH2:48][CH3:49])[O:35]2)[CH2:31][CH2:30]1)[CH2:12][C:13]1[C:14](=[O:19])[O:15][CH:16]([CH3:18])[CH:17]=1 |f:2.3|. Procedure: To a solution of acetyl chloride (20 μL) in 400 μL of methanol, a solution of 16a (6.8 mg, 8.2 μmol) in 400 μL of diethyl ether was added at room temperature. The solution was stirred at room temperature until TLC showed that no more starting material was left (about 24 h). Solid sodium bicarbonate was slowly added until no more gas evolution was observed. The mixture was concentrated under reduced pressure. Diethyl ether (5 mL) was added, and the resulting solution was washed with brine, dried ... Reactants: CCOCc1nc(C(C)(C)O)c(C(=O)OCC)n1Cc1ccc(-c2ccccc2-c2nnnn2C(c2ccccc2)(c2ccccc2)c2ccccc2)cc1, [Li+], C1COCCO1, [OH-], O, O. Yields the product CCOCc1nc(C(C)(C)O)c(C(=O)[O-])n1Cc1ccc(-c2ccccc2-c2nnnn2C(c2ccccc2)(c2ccccc2)c2ccccc2)cc1, [Li+]. As a reaction SMILES: [CH2:4]([CH3:5])[O:6][CH2:7][c:8]1[n:9]([CH2:22][c:23]2[cH:24][cH:25][c:26](-[c:29]3[c:30](-[c:35]4[n:36][n:37][n:38][n:39]4[C:40]([c:41]4[cH:42][cH:43][cH:44][cH:45][cH:46]4)([c:47]4[cH:48][cH:49][cH:50][cH:51][cH:52]4)[c:53]4[cH:54][cH:55][cH:56][cH:57][cH:58]4)[cH:31][cH:32][cH:33][cH:34]3)[cH:27][cH:28]2)[c:10]([C:17](=[O:18])[O:19][CH2:20][CH3:21])[c:11]([C:13]([CH3:14])([CH3:15])[OH:16])[n:12]1.[Li+:3].[O:60]1[CH2:61][CH2:62][O:63][CH2:64][CH2:65]1.[OH-:2].[OH2:1].[OH2:59]>>[CH2:4]([CH3:5])[O:6][CH2:7][c:8]1[n:9]([CH2:22][c:23]2[cH:24][cH:25][c:26](-[c:29]3[c:30](-[c:35]4[n:36][n:37][n:38][n:39]4[C:40]([c:41]4[cH:42][cH:43][cH:44][cH:45][cH:46]4)([c:47]4[cH:48][cH:49][cH:50][cH:51][cH:52]4)[c:53]4[cH:54][cH:55][cH:56][cH:57][cH:58]4)[cH:31][cH:32][cH:33][cH:34]3)[cH:27][cH:28]2)[c:10]([C:17](=[O:18])[O-:19])[c:11]([C:13]([CH3:14])([CH3:15])[OH:16])[n:12]1.[Li+:3]. Reactants: CCOC(=O)C(Br)CC, CN(C)C=O, [O-]C(c1ccccc1)C(F)(F)F, [Na+]. Product: CCOC(=O)C(CC)OC(c1ccccc1)C(F)(F)F. Reaction SMILES: [CH2:14]([CH3:15])[O:16][C:17]([CH:18]([CH2:19][CH3:20])[Br:21])=[O:22].[CH3:23][N:24]([CH3:25])[CH:26]=[O:27].[F:1][C:2]([CH:3]([O-:4])[c:5]1[cH:6][cH:7][cH:8][cH:9][cH:10]1)([F:11])[F:12].[Na+:13]>>[F:1][C:2]([CH:3]([O:4][CH:18]([C:17]([O:16][CH2:14][CH3:15])=[O:22])[CH2:19][CH3:20])[c:5]1[cH:6][cH:7][cH:8][cH:9][cH:10]1)([F:11])[F:12]. Reactants: ClCCl, O=C(O)c1ccc(OC(F)(F)F)cc1, CC(C)(N)CO, O=S(Cl)Cl. The product is CC(C)(CO)NC(=O)c1ccc(OC(F)(F)F)cc1. As a reaction SMILES: [CH2:25]([Cl:26])[Cl:27].[F:1][C:2]([O:3][c:4]1[cH:5][cH:6][c:7]([C:8](=[O:9])[OH:10])[cH:11][cH:12]1)([F:13])[F:14].[NH2:19][C:20]([CH2:21][OH:22])([CH3:23])[CH3:24].[S:15]([Cl:16])([Cl:17])=[O:18]>>[F:1][C:2]([O:3][c:4]1[cH:5][cH:6][c:7]([C:8](=[O:10])[NH:19][C:20]([CH2:21][OH:22])([CH3:23])[CH3:24])[cH:11][cH:12]1)([F:13])[F:14]. The reactants are C(C)(C)C1=C(C(=C(C=C1)C1=CC=CC=C1)C(C)C)C(C)C (tri-isopropyl1,1′-biphenyl), [O-]P(=O)([O-])[O-].[K+].[K+].[K+] (potassium phosphate tribasic), C(C1=CC=CC=C1)OCC[C@H]1NC(C2=C1NC(=C2)B2OC(C(O2)(C)C)(C)C)=O ((R)-6-(2-(benzyloxy)ethyl)-2-(4,4,5,5-tetramethyl-1,3,2-dioxaborolan-2-yl)-5,6-dihydropyrrolo[3,4-b]pyrrol-4(1H)-one), C(C)(C)(C)NC1=NC2=C(C=CC=C2C(N1C)=O)I (2-(tert-butylamino)-8-iodo-3-methylquinazolin-4(3H)-one), [OH-].[Na+] (NaOH). The reagents and catalysts are C=1C=CC(=CC1)/C=C/C(=O)/C=C/C2=CC=CC=C2.C=1C=CC(=CC1)/C=C/C(=O)/C=C/C2=CC=CC=C2.C=1C=CC(=CC1)/C=C/C(=O)/C=C/C2=CC=CC=C2.[Pd].[Pd] (tris(dibenzylideneacetone)dipalladium). Run in C(Cl)Cl (DCM), CO (MeOH), O1CCOCC1 (1,4-dioxane), O (water). Reaction conditions: temperature 80 celsius. The product is C(C1=CC=CC=C1)OCC[C@H]1NC(C2=C1NC(=C2)C=2C=CC=C1C(N(C(=NC21)NC(C)(C)C)C)=O)=O ((R)-8-(6-(2-(benzyloxy)ethyl)-4-oxo-1,4,5,6-tetrahydropyrrolo[3,4-b]pyrrol-2-yl)-2-(tert-butylamino)-3-methylquinazolin-4(3H)-one). Yield: 49.1%. Reaction SMILES: C(C1C=CC(C2C=CC=CC=2)=C(C(C)C)C=1C(C)C)(C)C.[O-]P([O-])([O-])=O.[K+].[K+].[K+].[CH2:30]([O:37][CH2:38][CH2:39][C@@H:40]1[C:44]2[NH:45][C:46](B3OC(C)(C)C(C)(C)O3)=[CH:47][C:43]=2[C:42](=[O:57])[NH:41]1)[C:31]1[CH:36]=[CH:35][CH:34]=[CH:33][CH:32]=1.[C:58]([NH:62][C:63]1[N:72]([CH3:73])[C:71](=[O:74])[C:70]2[C:65](=[C:66](I)[CH:67]=[CH:68][CH:69]=2)[N:64]=1)([CH3:61])([CH3:60])[CH3:59].[OH-].[Na+]>O1CCOCC1.O.C(Cl)Cl.C1C=CC(/C=C/C(/C=C/C2C=CC=CC=2)=O)=CC=1.C1C=CC(/C=C/C(/C=C/C2C=CC=CC=2)=O)=CC=1.C1C=CC(/C=C/C(/C=C/C2C=CC=CC=2)=O)=CC=1.[Pd].[Pd].CO>[CH2:30]([O:37][CH2:38][CH2:39][C@@H:40]1[C:44]2[NH:45][C:46]([C:66]3[CH:67]=[CH:68][CH:69]=[C:70]4[C:65]=3[N:64]=[C:63]([NH:62][C:58]([CH3:59])([CH3:60])[CH3:61])[N:72]([CH3:73])[C:71]4=[O:74])=[CH:47][C:43]=2[C:42](=[O:57])[NH:41]1)[C:31]1[CH:32]=[CH:33][CH:34]=[CH:35][CH:36]=1 |f:1.2.3.4,7.8,12.13.14.15.16|. Procedure details: A mixture of 2-(dicyclohexylphosphino)-2′,4′,6%-tri-isopropyl1,1′-biphenyl(Strem Chemicals, Newburyport, Mass., 110 mg, 0.23 mmol), tris(dibenzylideneacetone)dipalladium (0) (Strem Chemicals, Newburyport, Mass., 105 mg, 0.115 mmol), potassium phosphate tribasic (1.83 g, 8.63 mmol), (R)-6-(2-(benzyloxy)ethyl)-2-(4,4,5,5-tetramethyl-1,3,2-dioxaborolan-2-yl)-5,6-dihydropyrrolo[3,4-b]pyrrol-4(1H)-one (503a, 1.10 g, 2.88 mmol) and 2-(tert-butylamino)-8-iodo-3-methylquinazolin-4(3H)-one (701) (830 mg,...